This data is from the Open Reaction Database (ORD), a public repository of structured organic reaction records. The task is: describe an organic reaction: reactants, conditions, products, and yield The reactants are ClC1=NC(=CC2=C(C(=CC=C12)OC)OC)NC1=NNC(=C1)C ((1-chloro-5,6-dimethoxy-isoquinolin-3-yl)-(5-methyl-1H-pyrazol-3-yl)-amine), COC=1C=C(C=CC1)B(O)O (3-methoxy-phenylboronic acid). Product: COC=1C=C(C=CC1)C1=NC(=CC2=C(C(=CC=C12)OC)OC)NC1=NNC(=C1)C ([1-(3-methoxy-phenyl)-5,6-dimethoxy-isoquinolin-3-yl]-(5-methyl-1H-pyrazol-3-yl)-amine). As a reaction SMILES: Cl[C:2]1[C:11]2[C:6](=[C:7]([O:14][CH3:15])[C:8]([O:12][CH3:13])=[CH:9][CH:10]=2)[CH:5]=[C:4]([NH:16][C:17]2[CH:21]=[C:20]([CH3:22])[NH:19][N:18]=2)[N:3]=1.[CH3:23][O:24][C:25]1[CH:26]=[C:27](B(O)O)[CH:28]=[CH:29][CH:30]=1>>[CH3:23][O:24][C:25]1[CH:30]=[C:29]([C:2]2[C:11]3[C:6](=[C:7]([O:14][CH3:15])[C:8]([O:12][CH3:13])=[CH:9][CH:10]=3)[CH:5]=[C:4]([NH:16][C:17]3[CH:21]=[C:20]([CH3:22])[NH:19][N:18]=3)[N:3]=2)[CH:28]=[CH:27][CH:26]=1. Reported procedure: Similar procedure as described in example 131 was used, starting from (1-chloro-5,6-dimethoxy-isoquinolin-3-yl)-(5-methyl-1H-pyrazol-3-yl)-amine and 3-methoxy-phenylboronic acid to give [1-(3-methoxy-phenyl)-5,6-dimethoxy-isoquinolin-3-yl]-(5-methyl-1H-pyrazol-3-yl)-amine. LC-MS m/e 391(MH+). Starting materials: C(C)(=O)O[C@H]1[C@H]([C@@H](C[C@@H]1NC1=C(C=C(C(=C1)Cl)Cl)[N+](=O)[O-])COC(C)=O)OC(C)=O ((±)-(1R*,2S*,3S*,5S*)-3-(Acetoxymethyl)-5-(4,5-dichloro-2-nitroanilino)-1,2-cyclopentanediyl diacetate), C(C)(C)O (isopropanol). The reagents and catalysts are [Ni] (Raney nickel). Reaction conditions: time 18 hour. The product is ClC1=CC2=C(N(C(=N2)C)[C@H]2C[C@H]([C@@H]([C@@H]2O)O)CO)C=C1Cl ((±)-(1R*,2S*,3S*,5S*)-5-(5,6-dichloro-2-methyl-1H-benzimidazol-1-yl)-3-(hydroxymethyl)-1,2-cyclopentanediol). The yield is 67.0%. Reaction SMILES: C([O:4][C@@H:5]1[C@@H:9]([NH:10][C:11]2[CH:16]=[C:15]([Cl:17])[C:14]([Cl:18])=[CH:13][C:12]=2[N+:19]([O-])=O)[CH2:8][C@@H:7]([CH2:22][O:23]C(=O)C)[C@@H:6]1[O:27]C(=O)C)(=O)C.[CH:31](O)(C)[CH3:32]>[Ni]>[Cl:18][C:14]1[C:15]([Cl:17])=[CH:16][C:11]2[N:10]([C@@H:9]3[C@@H:5]([OH:4])[C@@H:6]([OH:27])[C@H:7]([CH2:22][OH:23])[CH2:8]3)[C:31]([CH3:32])=[N:19][C:12]=2[CH:13]=1. Procedure details: (±)-(1R*,2S*,3S*,5S*)-3-(Acetoxymethyl)-5-(4,5-dichloro-2-nitroanilino)-1,2-cyclopentanediyl diacetate (1.00 g, 2.16 mmol), Raney nickel (Aldrich, slurry in water, 100 mg wet), and isopropanol (200 mL) were shaken under hydrogen (50 psi) for 1.25 hours. Catalyst was filtered off with Celite and the filtrate-wash evaporated to dryness. The residual yellow oil was dissolved in triethylorthoaceate (20 mL) with 1 drop of methanesulfonic acid and the solution stirred at ambient temperature for 18 hou... Run in O1CCCC1 (tetrahydrofuran). Procedure: 3-Nitro-(1H-tetrazol-5-yl)benzene (0.99 g) was added at 0° C. to a magnetically stirred suspension of sodium hydride (243 mg, 60% oil dispersion) in 50 ml of dry tetrahydrofuran. The reaction mixture was stirred for 15 minutes and then iodomethane was added in 6 increments of 0.5 ml over a 3 hour period. The reaction mixture was concentrated in vacuo and the residue was partitioned between water (50 ml) and ethyl acetate. The aqueous layer was extracted (2×15 ml) with ethyl acetate and the combi... Reaction SMILES: [N+:1]([C:4]1[CH:5]=[C:6]([C:10]2[NH:14][N:13]=[N:12][N:11]=2)[CH:7]=[CH:8][CH:9]=1)([O-:3])=[O:2].[H-].[Na+].I[CH3:18]>O1CCCC1>[N+:1]([C:4]1[CH:5]=[C:6]([C:10]2[N:11]=[N:12][N:13]([CH3:18])[N:14]=2)[CH:7]=[CH:8][CH:9]=1)([O-:3])=[O:2] |f:1.2|. The product is [N+](=O)([O-])C=1C=C(C=CC1)C=1N=NN(N1)C (3-Nitro-(2-methyltetrazol-5-yl)benzene). Reactants: [N+](=O)([O-])C=1C=C(C=CC1)C1=NN=NN1 (3-Nitro-(1H-tetrazol-5-yl)benzene), [H-].[Na+] (sodium hydride), IC (iodomethane). Run at time 15 minute.